Dataset: the Open Reaction Database (ORD), a public repository of structured organic reaction records. Task: describe an organic reaction: reactants, conditions, products, and yield Reactants: C1CCOC1, COC(=O)CCCCc1nc(-c2ccccc2[N+](=O)[O-])co1, [H][H]. Product: COC(=O)CCCCc1nc(-c2ccccc2N)co1. RXN SMILES: [CH2:25]1[O:26][CH2:27][CH2:28][CH2:29]1.[CH3:1][O:2][C:3]([CH2:4][CH2:5][CH2:6][CH2:7][c:8]1[o:9][cH:10][c:11](-[c:13]2[c:14]([N+:19]([O-:20])=[O:21])[cH:15][cH:16][cH:17][cH:18]2)[n:12]1)=[O:22].[H:23][H:24]>>[CH3:1][O:2][C:3]([CH2:4][CH2:5][CH2:6][CH2:7][c:8]1[o:9][cH:10][c:11](-[c:13]2[c:14]([NH2:19])[cH:15][cH:16][cH:17][cH:18]2)[n:12]1)=[O:22].